describe an organic reaction: reactants, conditions, products, and yield From a dataset of the Open Reaction Database (ORD), a public repository of structured organic reaction records. Reactants: C(CCC)[Li] (butyl lithium), BrC1=CC=C(C2=CC=CC=C12)C (1-bromo-4-methylnaphthalene), CC1(OC2=CC(=CC=C2C(C1)=O)OCCN(C)C)C (2,2-dimethyl-7-(2-dimethylaminoethoxy)-4-chromanone). Solvent: O1CCCC1 (tetrahydrofuran), O1CCCC1 (tetrahydrofuran), CCOCC (ether). Reaction conditions: time 15 minute. The product is CC1(OC2=CC(=CC=C2C(=C1)C1=CC=C(C2=CC=CC=C12)C)OCCN(C)C)C (2,2-Dimethyl-7-(2-dimethylaminoethoxy)-4-(4-methyl-1-naphthyl)-2H-chromene). Reaction SMILES: C([Li])CCC.Br[C:7]1[C:16]2[C:11](=[CH:12][CH:13]=[CH:14][CH:15]=2)[C:10]([CH3:17])=[CH:9][CH:8]=1.[CH3:18][C:19]1([CH3:36])[CH2:28][C:27](=O)[C:26]2[C:21](=[CH:22][C:23]([O:30][CH2:31][CH2:32][N:33]([CH3:35])[CH3:34])=[CH:24][CH:25]=2)[O:20]1>O1CCCC1.CCOCC>[CH3:18][C:19]1([CH3:36])[CH:28]=[C:27]([C:7]2[C:16]3[C:11](=[CH:12][CH:13]=[CH:14][CH:15]=3)[C:10]([CH3:17])=[CH:9][CH:8]=2)[C:26]2[C:21](=[CH:22][C:23]([O:30][CH2:31][CH2:32][N:33]([CH3:34])[CH3:35])=[CH:24][CH:25]=2)[O:20]1. Reported procedure: To a stirred solution of butyl lithium (12.5 ml, 0.03 mole, 2.4M solution in hexane) was added dropwise over 20 minutes a solution of 1-bromo-4-methylnaphthalene (6.63 g, 0.03 mole) in dry tetrahydrofuran (10 ml), the reaction mixture being cooled throughout by a water bath. After being stirred at ambient temperature for 15 minutes the resulting suspension was treated with a solution of 2,2-dimethyl-7-(2-dimethylaminoethoxy)-4-chromanone (4.0 g, ~0.015 mole) in dry tetrahydrofuran (15 ml), the p... Reactants: CCOC(=O)c1cn(C)c2c(OC)c(F)c(F)cc2c1=O, [K+], O=[N+]([O-])[O-], O=S(=O)(O)O. Yields the product CCOC(=O)c1cn(C)c2c(OC)c(F)c(F)c([N+](=O)[O-])c2c1=O. RXN SMILES: [CH3:1][n:2]1[cH:3][c:4]([C:17](=[O:18])[O:19][CH2:20][CH3:21])[c:5](=[O:16])[c:6]2[cH:7][c:8]([F:15])[c:9]([F:14])[c:10]([O:12][CH3:13])[c:11]12.[K+:26].[N+:22](=[O:23])([O-:24])[O-:25].[S:27](=[O:28])(=[O:29])([OH:30])[OH:31]>>[CH3:1][n:2]1[cH:3][c:4]([C:17](=[O:18])[O:19][CH2:20][CH3:21])[c:5](=[O:16])[c:6]2[c:7]([N+:22](=[O:23])[O-:24])[c:8]([F:15])[c:9]([F:14])[c:10]([O:12][CH3:13])[c:11]12. Starting materials: oxide-9a-methoxymitosane, CC1=C(C(=O)C2=C(C1=O)N3C[C@H]4[C@@H]([C@@]3([C@@H]2COC(=O)N)OC)N4)N (mitomycin C), [H][H] (hydrogen), [OH-].[Na+] (sodium hydroxide), [OH-] (hydroxide). The solvent is CO (methanol). The product is CC1=C(C2=C([C@H]([C@@]3(N2C[C@H]4[C@@H]3N4)OC)COC(=O)N)C(=O)C1=O)O (7-hydroxy-9a-methoxymitosane). As a reaction SMILES: [OH-:1].[Na+].[OH-].[CH3:4][C:5]1[C:11](=[O:12])[C:10]2[N:13]3[C@@:17]([O:24][CH3:25])([C@H:18]([CH2:19][O:20][C:21]([NH2:23])=[O:22])[C:9]=2[C:7](=[O:8])[C:6]=1N)[C@H:16]1[NH:26][C@H:15]1[CH2:14]3.[H][H]>CO>[CH3:4][C:5]1[C:6](=[O:1])[C:7](=[O:8])[C:9]2[C@@H:18]([CH2:19][O:20][C:21]([NH2:23])=[O:22])[C@@:17]3([O:24][CH3:25])[C@H:16]4[NH:26][C@H:15]4[CH2:14][N:13]3[C:10]=2[C:11]=1[OH:12] |f:0.1|. Reported procedure: Turning now to preferred conditions for the wet route, the aqueous solution of 7-salt oxide-9a-methoxymitosane (7-Na+O- -9a-methoxymitosane when aqueous sodium hydroxide is the hydroxide solution reacted with mitomycin C) is reacted directly with acid. While aqueous acid solutions or strong acid cation exchange resin in the hydrogen form can be used as the acidifying agent, in this case, unlike in the dry route, aqueous acid solution is preferred over cation exchange resin since use of cation ex... Starting materials: BrC=1C=C(CN2N=C(C=C2C)C2=NC(=NO2)C2=CC=C(C=C2)C(C(F)(F)F)(C)C)C=CC1 (5-[1-(3-Bromobenzyl)-5-methyl-1H-pyrazol-3-yl]-3-[4-(1,1,1-trifluoro-2-methylpropan-2-yl)phenyl]-1,2,4-oxadiazole), C(#N)C1CCNCC1 (4-cyanopiperidine). Product: CC1=CC(=NN1CC=1C=C(C=CC1)N1CCC(CC1)C#N)C1=NC(=NO1)C1=CC=C(C=C1)C(C(F)(F)F)(C)C (1-{3-[(5-Methyl-3-{3-[4-(1,1,1-trifluoro-2-methylpropan-2-yl)phenyl]-1,2,4-oxadiazol-5-yl}-1H-pyrazol-1-yl)methyl]phenyl}piperidine-4-carbonitrile). Reaction SMILES: Br[C:2]1[CH:3]=[C:4]([CH:30]=[CH:31][CH:32]=1)[CH2:5][N:6]1[C:10]([CH3:11])=[CH:9][C:8]([C:12]2[O:16][N:15]=[C:14]([C:17]3[CH:22]=[CH:21][C:20]([C:23]([CH3:29])([CH3:28])[C:24]([F:27])([F:26])[F:25])=[CH:19][CH:18]=3)[N:13]=2)=[N:7]1.[C:33]([CH:35]1[CH2:40][CH2:39][NH:38][CH2:37][CH2:36]1)#[N:34]>>[CH3:11][C:10]1[N:6]([CH2:5][C:4]2[CH:3]=[C:2]([N:38]3[CH2:39][CH2:40][CH:35]([C:33]#[N:34])[CH2:36][CH2:37]3)[CH:32]=[CH:31][CH:30]=2)[N:7]=[C:8]([C:12]2[O:16][N:15]=[C:14]([C:17]3[CH:22]=[CH:21][C:20]([C:23]([CH3:29])([CH3:28])[C:24]([F:27])([F:26])[F:25])=[CH:19][CH:18]=3)[N:13]=2)[CH:9]=1. Procedure details: Analogously to the process described in Example 9, 125 mg (0.247 mmol) of the compound from Example 3A and 55 mg (0.495 mmol) of 4-cyanopiperidine were used to obtain 66 mg (50% of theory) of the title compound. Starting materials: FC1(C(C1)CN1S(N(C2=NC(=CC=C21)C=2C=C(C(=O)OC)C=CC2C)C)(=O)=O)F (Methyl 3-{1-[(2,2-difluorocyclopropyl)methyl]-3-methyl-2,2-dioxido-1,3-dihydro[1,2,5]thiadiazolo[3,4-b]pyridin-5-yl}-4-methylbenzoate), CC(C)C[AlH]CC(C)C (DIBAL-H). Run in C1CCOC1 (THF). Reaction conditions: temperature -78 celsius. Product: FC1(C(C1)CN1S(N(C2=NC(=CC=C21)C=2C=C(C=CC2C)CO)C)(=O)=O)F ((3-{1-[(2,2-difluorocyclopropyl)methyl]-3-methyl-2,2-dioxido-1,3 dihydro[1,2,5]thiadiazolo[3,4-b]pyridin-5-yl}-4-methylphenyl)methanol). As a reaction SMILES: [F:1][C:2]1([F:29])[CH2:4][CH:3]1[CH2:5][N:6]1[C:14]2[C:9](=[N:10][C:11]([C:15]3[CH:16]=[C:17]([CH:22]=[CH:23][C:24]=3[CH3:25])[C:18](OC)=[O:19])=[CH:12][CH:13]=2)[N:8]([CH3:26])[S:7]1(=[O:28])=[O:27].CC(C[AlH]CC(C)C)C>C1COCC1>[F:29][C:2]1([F:1])[CH2:4][CH:3]1[CH2:5][N:6]1[C:14]2[C:9](=[N:10][C:11]([C:15]3[CH:16]=[C:17]([CH2:18][OH:19])[CH:22]=[CH:23][C:24]=3[CH3:25])=[CH:12][CH:13]=2)[N:8]([CH3:26])[S:7]1(=[O:27])=[O:28]. Procedure details: Methyl 3-{1-[(2,2-difluorocyclopropyl)methyl]-3-methyl-2,2-dioxido-1,3-dihydro[1,2,5]thiadiazolo[3,4-b]pyridin-5-yl}-4-methylbenzoate (38-1) (8.0 g, 18.9 mmol, 1.0 eq) dissolved in THF (100 mL) and cooled to −78° C. DIBAL-H (60.0 mL, 60.0 mmol, 3.2 eq, 1.0 M in heptane) was added and the mixture was stirred at the same temperature. After 10 minutes the reaction was carefully quenched by an addition of Rochelle's Salt (15 mL) and stirred for 3 hours warming to ambient temperature. The mixture was... The reactants are scandium (III) pentafluorophenylbis(triflyl)methide, O=CC(C)=C (methacrolein), O (water), scandium (III) pentafluorophenylbis(triflyl)methide, formula 39, O=CC(C)=C (Methacrolein), C1=CC=CC1 (cyclopentadiene). The reagents and catalysts are C(C)N(CC)CC (triethylamine). Run in ClCCl (dichloromethane). Yields the product C12C(CC(C=C1)C2)C=O (5-norbornene-2-aldehyde). The yield is 95.0%. As a reaction SMILES: [O:1]=[CH:2][C:3](=[CH2:5])[CH3:4].[CH:6]1[CH2:10]C=[CH:8][CH:7]=1.O>ClCCl.C(N(CC)CC)C>[CH:5]12[CH2:8][CH:7]([CH:6]=[CH:10]1)[CH2:4][CH:3]2[CH:2]=[O:1]. Procedure details: Diels-Alder reaction was conducted to a methacrolein wherein the scandium (III) pentafluorophenylbis(triflyl)methide obtained from Examples 13 and 14 was used as a Lewis acid catalyst (Chemical formula 39). Methacrolein (0.21 mL, 2.6 mmol) and cyclopentadiene (0.56 mL, 6.8 mmol) were reacted while stirring in 3 mL dichloromethane at −40° C. for 4 hours, under the presence of scandium (III) pentafluorophenylbis(triflyl)methide as 1 mol % of Lewis acid catalyst. Two to 3 drops of triethylamine was... Starting materials: O, O=C1c2ccccc2C(=O)N1CCO, BrP(Br)Br. Product: O=C1c2ccccc2C(=O)N1CCBr. RXN SMILES: [OH2:19].[OH:1][CH2:2][CH2:3][N:4]1[C:5](=[O:14])[c:6]2[c:7]([cH:10][cH:11][cH:12][cH:13]2)[C:8]1=[O:9].[P:15]([Br:16])([Br:17])[Br:18]>>[CH2:2]([CH2:3][N:4]1[C:5](=[O:14])[c:6]2[c:7]([cH:10][cH:11][cH:12][cH:13]2)[C:8]1=[O:9])[Br:16]. Starting materials: CI (methyl iodide), COC1=CC2=C(C=C1)NC1=C2C2=C(C=3C4=CC(=CC=C4N(C13)C)OC)C(NC2=O)=O (6,7,12,13-tetrahydro-3,9-dimethoxy-12-methyl-5,7-dioxo-5H-indolo[2,3-a]pyrrolo[3,4-c]carbazole), COC1=CC2=C(C(C1)=O)NC1=C2C2=C(C=3C4=CC(=CC=C4N(C13)C)OC)CN(C2=O)C (6,7,12,13-tetrahydro-3,9-dimethoxy-6,12-dimethyl-5,1-dioxo-5H-indolo[2,3-a]pyrrolo[3,4-c]-carbazole), COC1=CC2=C(C=C1)NC1=C2C2=C(C=3C4=CC(=CC=C4NC13)OC)C(N(C2=O)C)=O (6,7,12,13-tetrahydro-3,9-dimethoxy-6-methyl-5,7-dioxo-5H-indolo[2,3-a]-pyrrolo[3,4-c]carbazole), [H-].[Na+] (sodium hydride), COC1=CC2=C(C=C1)NC1=C2C2=C(C=3C4=CC(=CC=C4NC13)OC)C(N(C2=O)C)=O (6,7,12,13-tetrahydro-3,9-dimethoxy-6-methyl-5,7-dioxo-5H-indolo[2,3-a]pyrrolo[3,4-c]-carbazole), CI (methyl iodide), S(=O)(=O)(OC)OC (dimethyl sulphate). Run in CN(C=O)C (dimethylformamide), CN(C=O)C (dimethylformamide). Run at temperature 200 celsius, time 1 hour. Yields the product COC1=CC2=C(C=C1)NC1=C2C2=C(C=3C4=CC(=CC=C4N(C13)C)OC)C(N(C2=O)C)=O (6,7,12,13-Tetrahydro-3,9-dimethoxy-6,12-dimethyl-5,7-dioxo-5H-indolo[2,3-a]-pyrrolo[3,4-c]carbazole). As a reaction SMILES: [CH3:1][O:2][C:3]1[CH:8]=[CH:7][C:6]2[NH:9][C:10]3[C:22]4[N:21]([CH3:23])[C:20]5[C:15](=[CH:16][C:17]([O:24][CH3:25])=[CH:18][CH:19]=5)[C:14]=4[C:13]4[C:26](=[O:30])[NH:27][C:28](=[O:29])[C:12]=4[C:11]=3[C:5]=2[CH:4]=1.[CH3:31]OC1CC(=O)C2NC3C4N(C)C5C(=CC(OC)=CC=5)C=4C4CN(C)C(=O)C=4C=3C=2C=1.COC1C=CC2NC3C4NC5C(=CC(OC)=CC=5)C=4C4C(=O)N(C)C(=O)C=4C=3C=2C=1.CI.S(OC)(OC)(=O)=O.[H-].[Na+]>CN(C)C=O>[CH3:1][O:2][C:3]1[CH:8]=[CH:7][C:6]2[NH:9][C:10]3[C:22]4[N:21]([CH3:23])[C:20]5[C:15](=[CH:16][C:17]([O:24][CH3:25])=[CH:18][CH:19]=5)[C:14]=4[C:13]4[C:26](=[O:30])[N:27]([CH3:31])[C:28](=[O:29])[C:12]=4[C:11]=3[C:5]=2[CH:4]=1 |f:5.6|. Procedure: 6,7,12,13-tetrahydro-3,9-dimethoxy-12-methyl-5,7-dioxo-5H-indolo[2,3-a]pyrrolo[3,4-c]carbazole; yellow crystals; m.p. >330° C. The 6,7,12,13-tetrahydro-3,9-dimethoxy-6,12-dimethyl-5,1-dioxo-5H-indolo[2,3-a]pyrrolo[3,4-c]-carbazole used as starting material is prepared by the methylation of 6,7,12,13-tetrahydro-3,9-dimethoxy-6-methyl-5,7-dioxo-5H-indolo[2,3-a]pyrrolo[3,4-c]-carbazole (precursor for Example 7) with methyl iodide or dimethyl sulphate in the following manner: A solution of 1 g (2.5 ...